From a dataset of the Open Reaction Database (ORD), a public repository of structured organic reaction records. describe an organic reaction: reactants, conditions, products, and yield The reactants are C(CCC=C)(=O)Cl (4-Pentenoyl chloride), C(C)(=O)OCC(COC(C)=O)NC(=O)C1=C(C(=C(C(=C1I)N)I)C(=O)NC(COC(C)=O)COC(C)=O)I (N,N'-bis-[2-(acetyloxy)-1-[(acetyloxy)-methyl]ethyl]-5-amino-2,4,6 -triiodo-1,3-benzenedicarboxamide). Solvent: CC(=O)N(C)C (dimethylacetamide). Run at time 16 hour. Product: C(C)(=O)OCC(COC(C)=O)NC(=O)C1=C(C(=C(C(=C1I)NC(CCC=C)=O)I)C(=O)NC(COC(C)=O)COC(C)=O)I (N,N'-Bis[2-(acetyloxy)-1-[(acetyloxy)-methyl]ethyl]-2,4,6-triiodo-5-[(1-oxo-4-pentenyl)amino]-1,3-benzenedicarboxamide). Isolated yield 89.0%. As a reaction SMILES: [C:1](Cl)(=[O:6])[CH2:2][CH2:3][CH:4]=[CH2:5].[C:8]([O:11][CH2:12][CH:13]([NH:19][C:20]([C:22]1[C:27]([I:28])=[C:26]([NH2:29])[C:25]([I:30])=[C:24]([C:31]([NH:33][CH:34]([CH2:40][O:41][C:42](=[O:44])[CH3:43])[CH2:35][O:36][C:37](=[O:39])[CH3:38])=[O:32])[C:23]=1[I:45])=[O:21])[CH2:14][O:15][C:16](=[O:18])[CH3:17])(=[O:10])[CH3:9]>CC(N(C)C)=O>[C:37]([O:36][CH2:35][CH:34]([NH:33][C:31]([C:24]1[C:25]([I:30])=[C:26]([NH:29][C:1](=[O:6])[CH2:2][CH2:3][CH:4]=[CH2:5])[C:27]([I:28])=[C:22]([C:20]([NH:19][CH:13]([CH2:12][O:11][C:8](=[O:10])[CH3:9])[CH2:14][O:15][C:16](=[O:18])[CH3:17])=[O:21])[C:23]=1[I:45])=[O:32])[CH2:40][O:41][C:42](=[O:44])[CH3:43])(=[O:39])[CH3:38]. Procedure details: 4-Pentenoyl chloride (11.9 g, 100 mmol) was added to a stirred solution of N,N'-bis-[2-(acetyloxy)-1-[(acetyloxy)-methyl]ethyl]-5-amino-2,4,6 -triiodo-1,3-benzenedicarboxamide (47.75 g, 50 mmol) in dimethylacetamide (400 mL) at room temperature and the mixture was stirred for 16 hours. Dimethylacetamide was removed in vacuo and the residue dissolved in ethyl acetate (600 ml). The solution was washed with aqueous sodium bicarbonate (10%, 2×150 mL) and with water (2×100 mL) and brine (150 mL). The... The reactants are C([O-])([O-])=O.[K+].[K+] (potassium carbonate), Cl (hydrochloric acid), C(C=1C(O)=CC=CC1)(=O)OCCC1OCCCO1 (2-(1,3-dioxan-2-yl)ethyl salicylate), COC1=NC(=NC(=C1)OC)S(=O)(=O)C (4,6-dimethoxy-2-methylsulfonylpyrimidine). Solvent: CN(C=O)C (N,N-dimethylformamide), C(Cl)(Cl)Cl (chloroform). Reaction conditions: time 1 hour. Yields the product COC1=NC(=NC(=C1)OC)OC1=C(C(=O)OCCC2OCCCO2)C=CC=C1 (2-(1,3-dioxan-2-yl)ethyl 2-(4,6-dimethoxypyrimidin-2-yl)oxybenzoate). Reaction SMILES: [C:1]([O:10][CH2:11][CH2:12][CH:13]1[O:18][CH2:17][CH2:16][CH2:15][O:14]1)(=[O:9])[C:2]1[C:3](=[CH:5][CH:6]=[CH:7][CH:8]=1)[OH:4].[CH3:19][O:20][C:21]1[CH:26]=[C:25]([O:27][CH3:28])[N:24]=[C:23](S(C)(=O)=O)[N:22]=1.C(=O)([O-])[O-].[K+].[K+].Cl>CN(C)C=O.C(Cl)(Cl)Cl>[CH3:19][O:20][C:21]1[CH:26]=[C:25]([O:27][CH3:28])[N:24]=[C:23]([O:4][C:3]2[CH:5]=[CH:6][CH:7]=[CH:8][C:2]=2[C:1]([O:10][CH2:11][CH2:12][CH:13]2[O:14][CH2:15][CH2:16][CH2:17][O:18]2)=[O:9])[N:22]=1 |f:2.3.4|. Procedure details: 0.84 Gram of 2-(1,3-dioxan-2-yl)ethyl salicylate and 0.73 g of 4,6-dimethoxy-2-methylsulfonylpyrimidine was dissolved in 10 ml of N,N-dimethylformamide, and 0.51 g of anhydrous potassium carbonate was added thereto. The resulting solution was stirred at 100° to 110° C. for 1 hour. The reaction solution was allowed to cool, poured into diluted hydrochloric acid, and extracted with ethyl acetate. The organic layer separated from the aqueous layer was washed with saturated sodium chloride solution ... Reactants: C(CC#C)N1N=C2N(C=CC=C2)C1=O (2-(but-3-ynyl)-[1,2,4]triazolo[4,3-a]pyridin-3(2H)-one), BrC1=NC=CC=C1 (2-bromopyridine). The product is N1=C(C=CC=C1)C#CCCN1N=C2N(C=CC=C2)C1=O (2-(4-(pyridin-2-yl)but-3-ynyl)-[1,2,4]triazolo[4,3-a]pyridin-3(2H)-one). Yield: 23513.5%. As a reaction SMILES: [CH2:1]([N:5]1[C:13](=[O:14])[N:8]2[CH:9]=[CH:10][CH:11]=[CH:12][C:7]2=[N:6]1)[CH2:2][C:3]#[CH:4].Br[C:16]1[CH:21]=[CH:20][CH:19]=[CH:18][N:17]=1>>[N:17]1[CH:18]=[CH:19][CH:20]=[CH:21][C:16]=1[C:4]#[C:3][CH2:2][CH2:1][N:5]1[C:13](=[O:14])[N:8]2[CH:9]=[CH:10][CH:11]=[CH:12][C:7]2=[N:6]1. Reported procedure: The title compound was prepared in accordance with the general method of Example 1, from 2-(but-3-ynyl)-[1,2,4]triazolo[4,3-a]pyridin-3(2H)-one (70 mg, 0.37 mmol) and 2-bromopyridine (65 mg, 0.41 mmol). The crude residue was purified by flash chromatography (DCM/MeOH 98:2) to yield 23 mg (87 mmol, 23%) of 2-(4-(pyridin-2-yl)but-3-ynyl)-[1,2,4]triazolo[4,3-a]pyridin-3(2H)-one as a yellow solid (M.P.=95.5-96° C.). The reactants are C1COC2(CCN(CC2)C2=C(C=CC=C2)C#N)O1 (N-(2-Cyanophenyl)-4-piperidone ethylene ketal), Cl (HCl). The solvent is CCOCC (ether), C([O-])(O)=O.[Na+] (sodium bicarbonate), CCOCC (ether). Run at time 11 day. Yields the product C(#N)C1=C(C=CC=C1)N1CCC(CC1)=O (N-(2-Cyanophenyl)-4-piperidone). Reaction SMILES: C1O[C:4]2([CH2:9][CH2:8][N:7]([C:10]3[CH:15]=[CH:14][CH:13]=[CH:12][C:11]=3[C:16]#[N:17])[CH2:6][CH2:5]2)[O:3]C1.Cl>CCOCC.C(=O)(O)[O-].[Na+]>[C:16]([C:11]1[CH:12]=[CH:13][CH:14]=[CH:15][C:10]=1[N:7]1[CH2:8][CH2:9][C:4](=[O:3])[CH2:5][CH2:6]1)#[N:17] |f:3.4|. Procedure details: A solution of 4 (533 mg, 2.18 mmol) in ether (10 mL) was treated with 5% aqueous HCl (20 mL). The mixture was stirred at room temperature (11 d). The reaction was diluted with ether and neutralized with sodium bicarbonate solution. The aqueous layer was extracted with two additional portions of ether and the combined organic extracts were washed with brine, dried over Na2SO4, and concentrated under reduced pressure. PCTLC (SiO2, 4 mm, 20% EtOAc-80% hexane) afforded the title compound (5). The reactants are C(C1=CC=CC=C1)N (benzylamine), ClCCOCCOCCCl (1,2-bis(2-chloroethoxy)ethane). Product: C(C1=CC=CC=C1)NCCOCCOCCNCC1=CC=CC=C1 (1,10-dibenzyl-4,7-dioxa-1,10-diazadecane). RXN SMILES: [CH2:1]([NH2:8])[C:2]1[CH:7]=[CH:6][CH:5]=[CH:4][CH:3]=1.Cl[CH2:10][CH2:11][O:12][CH2:13][CH2:14][O:15][CH2:16][CH2:17]Cl>>[CH2:1]([NH:8][CH2:10][CH2:11][O:12][CH2:13][CH2:14][O:15][CH2:16][CH2:17][NH:8][CH2:1][C:2]1[CH:7]=[CH:6][CH:5]=[CH:4][CH:3]=1)[C:2]1[CH:7]=[CH:6][CH:5]=[CH:4][CH:3]=1. Reported procedure: J. Gatto, et al. in "4,13-Diaza-18-Crown-6 (1,4,10,13-Tetraoxa-7,16-diazacyclooctadecane)," Organic Synthesis, Vol. 68, 1989, pp. 227-233, teach the preparation of the title compound by a three-step procedure that might be considered the standard preparation for these materials. First, benzylamine is reacted with 1,2-bis(2-chloroethoxy)ethane to produce 1,10-dibenzyl-4,7-dioxa-1,10-diazadecane. The product of the first step is then reacted in the presence of 1,2-bis(2-iodoethoxy)ethane, anhydrou... The reactants are [Br-], C1CCOC1, C[Mg+], O=Cc1ccc(F)nc1. The product is CC(O)c1ccc(F)nc1. As a reaction SMILES: [Br-:10].[CH2:13]1[O:14][CH2:15][CH2:16][CH2:17]1.[CH3:11][Mg+:12].[F:1][c:2]1[n:3][cH:4][c:5]([CH:6]=[O:7])[cH:8][cH:9]1>>[F:1][c:2]1[n:3][cH:4][c:5]([CH:6]([OH:7])[CH3:11])[cH:8][cH:9]1. Reactants: ClC1=CC=C(C=2N3C(=NC21)N(CCCC3)C3=NC=C(C=C3Cl)Cl)C(CC)O (1-[10-chloro-1-(3,5-dichloropyridin-2-yl)-2,3,4,5-tetrahydro-1H-[1,3]diazepino[1,2-a]benzimidazol-7-yl]propan-1-ol), C(C)(=O)OC(C)=O (acetic anhydride). Solvent: N1=CC=CC=C1 (pyridine). Reaction conditions: time 18 hour. Product: C(C)(=O)OC(CC)C1=CC=C(C2=C1N1C(=N2)N(CCCC1)C1=NC=C(C=C1Cl)Cl)Cl (1-[10-Chloro-1-(3,5-dichloropyridin-2-yl)-2,3,4,5-tetrahydro-1H-[1,3]diazepino[1,2-a]benzimidazol-7-yl]propyl acetate). Isolated yield 94.3%. RXN SMILES: [Cl:1][C:2]1[C:10]2[N:9]=[C:8]3[N:11]([C:16]4[C:21]([Cl:22])=[CH:20][C:19]([Cl:23])=[CH:18][N:17]=4)[CH2:12][CH2:13][CH2:14][CH2:15][N:7]3[C:6]=2[C:5]([CH:24]([OH:27])[CH2:25][CH3:26])=[CH:4][CH:3]=1.[C:28](OC(=O)C)(=[O:30])[CH3:29]>N1C=CC=CC=1>[C:28]([O:27][CH:24]([C:5]1[C:6]2[N:7]3[CH2:15][CH2:14][CH2:13][CH2:12][N:11]([C:16]4[C:21]([Cl:22])=[CH:20][C:19]([Cl:23])=[CH:18][N:17]=4)[C:8]3=[N:9][C:10]=2[C:2]([Cl:1])=[CH:3][CH:4]=1)[CH2:25][CH3:26])(=[O:30])[CH3:29]. Procedure: To a stirred solution of 1-[10-chloro-1-(3,5-dichloropyridin-2-yl)-2,3,4,5-tetrahydro-1H-[1,3]diazepino[1,2-a]benzimidazol-7-yl]propan-1-ol (200 mg, 0.470 mmol) in pyridine (1.0 mL) was added acetic anhydride (133 μL, 1.41 mmol) at room temperature. After 18 h, the reaction mixture was quenched with aqueous sodium hydrogen carbonate, diluted with ethyl acetate, washed with water, hydrochloric acid (1 M) and brine, dried over sodium sulfate, filtrated, and concentrated in vacuo. The residue was p... Reactants: C(\C=C/C(=O)O)(=O)O (maleic acid), ClC1=C(C=CC(=C1)OC1=CC=NC2=CC(=C(C=C12)OC)OC)NC(=O)NC1=NOC(=C1)C (N-{2-chloro-4-[(6,7-dimethoxy-4-quinolyl)oxy]phenyl}-N′-(5-methyl-3-isoxazolyl)urea). Solvent: CO (methanol), CO (methanol). Product: C(\C=C/C(=O)[O-])(=O)[O-] (maleate), ClC1=C(C=CC(=C1)OC1=CC=NC2=CC(=C(C=C12)OC)OC)NC(=O)NC1=NOC(=C1)C (N-{2-chloro-4-[(6,7-dimethoxy-4-quinolyl)oxy]phenyl}-N′-(5-methyl-3-isoxazolyl)urea). Reaction SMILES: [Cl:1][C:2]1[CH:7]=[C:6]([O:8][C:9]2[C:18]3[C:13](=[CH:14][C:15]([O:21][CH3:22])=[C:16]([O:19][CH3:20])[CH:17]=3)[N:12]=[CH:11][CH:10]=2)[CH:5]=[CH:4][C:3]=1[NH:23][C:24]([NH:26][C:27]1[CH:31]=[C:30]([CH3:32])[O:29][N:28]=1)=[O:25].[C:33]([OH:40])(=[O:39])/[CH:34]=[CH:35]\[C:36]([OH:38])=[O:37]>CO>[C:33]([O-:40])(=[O:39])/[CH:34]=[CH:35]\[C:36]([O-:38])=[O:37].[Cl:1][C:2]1[CH:7]=[C:6]([O:8][C:9]2[C:18]3[C:13](=[CH:14][C:15]([O:21][CH3:22])=[C:16]([O:19][CH3:20])[CH:17]=3)[N:12]=[CH:11][CH:10]=2)[CH:5]=[CH:4][C:3]=1[NH:23][C:24]([NH:26][C:27]1[CH:31]=[C:30]([CH3:32])[O:29][N:28]=1)=[O:25]. Procedure details: said process comprising the steps of: adding methanol to N-{2-chloro-4-[(6,7-dimethoxy-4-quinolyl)oxy]phenyl}-N′-(5-methyl-3-isoxazolyl)urea, adding a solution of maleic acid in methanol dropwise thereto, stirring the mixture to give a maleate of N-{2-chloro-4-[(6,7-dimethoxy-4-quinolyl)oxy]phenyl}-N′-(5-methyl-3-isoxazolyl)urea, and The reactants are CS(=O)(=O)N1CCC(=CC1)C=1C=C2C(=CN1)O[C@@](C2)(C2CCNCC2)C ((S)-5-(1-methanesulfonyl-1,2,3,6-tetrahydro-pyridin-4-yl)-2-methyl-2-piperidin-4-yl-2,3-dihydro-furo[2,3-c]pyridine), FC([C@H](C)OC(OC1=CC=C(C=C1)[N+](=O)[O-])=O)(F)F (carbonic acid 4-nitro-phenyl ester (S)-2,2,2-trifluoro-1-methyl-ethyl ester). Yields the product FC([C@H](C)OC(=O)N1CCC(CC1)[C@@]1(CC=2C(=CN=C(C2)C=2CCN(CC2)S(=O)(=O)C)O1)C)(F)F ((S)-4-[(S)-5-(1-Methanesulfonyl-1,2,3,6-tetrahydro-pyridin-4-yl)-2-methyl-2,3-dihydro-furo[2,3-c]pyridin-2-yl]-piperidine-1-carboxylic acid 2,2,2-trifluoro-1-methyl-ethyl ester). As a reaction SMILES: [CH3:1][S:2]([N:5]1[CH2:10][CH:9]=[C:8]([C:11]2[CH:12]=[C:13]3[CH2:19][C@@:18]([CH3:26])([CH:20]4[CH2:25][CH2:24][NH:23][CH2:22][CH2:21]4)[O:17][C:14]3=[CH:15][N:16]=2)[CH2:7][CH2:6]1)(=[O:4])=[O:3].[F:27][C:28]([F:45])([F:44])[C@@H:29]([O:31][C:32](=O)[O:33]C1C=CC([N+]([O-])=O)=CC=1)[CH3:30]>>[F:27][C:28]([F:45])([F:44])[C@@H:29]([O:31][C:32]([N:23]1[CH2:24][CH2:25][CH:20]([C@@:18]2([CH3:26])[O:17][C:14]3=[CH:15][N:16]=[C:11]([C:8]4[CH2:9][CH2:10][N:5]([S:2]([CH3:1])(=[O:3])=[O:4])[CH2:6][CH:7]=4)[CH:12]=[C:13]3[CH2:19]2)[CH2:21][CH2:22]1)=[O:33])[CH3:30]. Procedure: The title compound is prepared from (S)-5-(1-methanesulfonyl-1,2,3,6-tetrahydro-pyridin-4-yl)-2-methyl-2-piperidin-4-yl-2,3-dihydro-furo[2,3-c]pyridine and carbonic acid 4-nitro-phenyl ester (S)-2,2,2-trifluoro-1-methyl-ethyl ester following a procedure analogous to that described in Example 1. LC (method 3): tR=1.54 min; Mass spectrum (ESI+): m/z=518 [M+H]+. Reactants: ClC1=NC=2N(C(=C1)N)N=CC2 (5-chloropyrazolo[1,5-a]pyrimidin-7-amine), C(C)(C)N(C(C)C)CC (N,N-diisopropylethylamine), C[Si](CCOCCl)(C)C (2-(Trimethylsilyl)ethoxymethyl chloride), C(=O)(O)[O-].[Na+] (NaHCO3). Run in C(Cl)Cl (CH2Cl2), C(Cl)Cl (CH2Cl2). Conditions: temperature 45 celsius. The product is EtOAc hexanes, ClC1=NC=2N(C(=C1)N(COCC[Si](C)(C)C)COCC[Si](C)(C)C)N=CC2 (5-chloro-N,N-bis((2-(trimethylsilyl)ethoxy)methyl)pyrazolo[1,5-a]pyrimidin-7-amine). The yield is 5.0%. RXN SMILES: [Cl:1][C:2]1[CH:7]=[C:6]([NH2:8])[N:5]2[N:9]=[CH:10][CH:11]=[C:4]2[N:3]=1.C(N([CH2:19][CH3:20])C(C)C)(C)C.[CH3:21][Si:22]([CH3:29])([CH3:28])[CH2:23][CH2:24][O:25][CH2:26]Cl.[C:30]([O-:33])(O)=O.[Na+]>C(Cl)Cl>[Cl:1][C:2]1[CH:7]=[C:6]([N:8]([CH2:30][O:33][CH2:19][CH2:20][Si:22]([CH3:28])([CH3:23])[CH3:21])[CH2:26][O:25][CH2:24][CH2:23][Si:22]([CH3:29])([CH3:28])[CH3:21])[N:5]2[N:9]=[CH:10][CH:11]=[C:4]2[N:3]=1 |f:3.4|. Procedure: To 5-chloropyrazolo[1,5-a]pyrimidin-7-amine (6.7 g, 39.7 mmol) in CH2Cl2 (30 mL) was added N,N-diisopropylethylamine (48.0 mL, 275.6 mmol) followed by 2-(Trimethylsilyl)ethoxymethyl chloride (25.0 mL, 141.7 mmol). The reaction was heated at 45° C. for 3 hours before being allowed to cool to room temperature. The reaction mixture was then poured into a separatory funnel containing ˜100 mL saturated NaHCO3 solution and CH2Cl2 (50 mL). Organics were then extracted with CH2Cl2 (4×50 mL), dried (Na2S...